This data is from the Open Reaction Database (ORD), a public repository of structured organic reaction records. The task is: describe an organic reaction: reactants, conditions, products, and yield Starting materials: Fc1cccc(OCCBr)c1, CC(C)(C)OC(=O)N1C(CO)(CCc2ccc(O)cc2)COC1(C)C, CCOC(C)=O, CN(C)C=O, O. Yields the product CC(C)(C)OC(=O)N1C(CO)(CCc2ccc(OCCOc3cccc(F)c3)cc2)COC1(C)C. Reaction SMILES: [Br:26][CH2:27][CH2:28][O:29][c:30]1[cH:31][c:32]([F:36])[cH:33][cH:34][cH:35]1.[C:1]([CH3:2])([CH3:3])([CH3:4])[O:5][C:6](=[O:7])[N:8]1[C:9]([CH3:24])([CH3:25])[O:10][CH2:11][C:12]1([CH2:13][CH2:14][c:15]1[cH:16][cH:17][c:18]([OH:21])[cH:19][cH:20]1)[CH2:22][OH:23].[CH3:37][CH2:38][O:39][C:40](=[O:41])[CH3:42].[O:44]=[CH:45][N:46]([CH3:47])[CH3:48].[OH2:43]>>[C:1]([CH3:2])([CH3:3])([CH3:4])[O:5][C:6](=[O:7])[N:8]1[C:9]([CH3:24])([CH3:25])[O:10][CH2:11][C:12]1([CH2:13][CH2:14][c:15]1[cH:16][cH:17][c:18]([O:21][CH2:27][CH2:28][O:29][c:30]2[cH:31][c:32]([F:36])[cH:33][cH:34][cH:35]2)[cH:19][cH:20]1)[CH2:22][OH:23]. Reactants: CCOC(=O)CCN(C)C(=O)c1ccc(NC(CC(C)C)c2cc(-c3ccc(OC)nc3)oc2C)cc1, CCCCCC, CC(C)O. Product: COc1ccc(-c2cc(C(CC(C)C)Nc3ccc(C(=O)N(C)CCC(=O)O)cc3)c(C)o2)cn1. As a reaction SMILES: [CH3:1][O:2][c:3]1[cH:4][cH:5][c:6](-[c:9]2[cH:10][c:11]([CH:15]([CH2:16][CH:17]([CH3:18])[CH3:19])[NH:20][c:21]3[cH:22][cH:23][c:24]([C:27](=[O:28])[N:29]([CH2:30][CH2:31][C:32](=[O:33])[O:34][CH2:35][CH3:36])[CH3:37])[cH:25][cH:26]3)[c:12]([CH3:14])[o:13]2)[cH:7][n:8]1.[CH3:38][CH2:39][CH2:40][CH2:41][CH2:42][CH3:43].[CH3:44][CH:45]([OH:46])[CH3:47]>>[CH3:1][O:2][c:3]1[cH:4][cH:5][c:6](-[c:9]2[cH:10][c:11]([CH:15]([CH2:16][CH:17]([CH3:18])[CH3:19])[NH:20][c:21]3[cH:22][cH:23][c:24]([C:27](=[O:28])[N:29]([CH2:30][CH2:31][C:32](=[O:33])[OH:34])[CH3:37])[cH:25][cH:26]3)[c:12]([CH3:14])[o:13]2)[cH:7][n:8]1.